describe an organic reaction: reactants, conditions, products, and yield From a dataset of the Open Reaction Database (ORD), a public repository of structured organic reaction records. The reactants are c1(cnc2c(c1C)c(cn2C)C1=CCN(C(C1)(C)C)C(OC(C)(C)C)=O)[N+]([O-])=O. Reagents/catalysts: c1ccc(cc1)-c2c3ccccc3cc4ccccc24 (9-Phenylanthracene), [Li+].CC(C)(C)[O-]   (LiOBut), [Rh(cod)2]BF4 /(S)-Phanephos, [Rh(cod)2]BF4. Solvent: C(C(F)(F)F)O (2,2,2-Trifluoroethanol). Run at temperature 80 celsius, time 18 hour. Product: Cc1c(N)cnc2c1c(cn2C)C3CCN(C(=O)OC(C)(C)C)C(C)(C)C3. As a reaction SMILES: [CH3:1][c:2]1[c:7]2[c:6]([n:10]([CH3:11])[cH:9][c:8]2[C:12]([CH2:26][C:23]([CH3:25])([CH3:24])[N:15]([C:16]([O:18][C:19]([CH3:22])([CH3:21])[CH3:20])=[O:17])[CH2:14]3)=[CH:13]3)[n:5][cH:4][c:3]1[N+:27]([O-])=O>>[CH3:1][c:2]1[c:7]2[c:6]([n:10]([CH3:11])[cH:9][c:8]2[CH:12]3[CH2:26][C:23]([CH3:25])([CH3:24])[N:15]([C:16]([O:18][C:19]([CH3:22])([CH3:21])[CH3:20])=[O:17])[CH2:14][CH2:13]3)[n:5][cH:4][c:3]1[NH2:27].